From a dataset of the Open Reaction Database (ORD), a public repository of structured organic reaction records. describe an organic reaction: reactants, conditions, products, and yield Starting materials: O[C@@H]1CC2C(C[C@H]3[C@@H]4CCC([C@@]4(C)CC[C@@H]3[C@]2(CC1)C)=O)=O (3β-hydroxyandrostane-6,17-dione), C(C1=CC=CC=C1)OC(=O)NCC(C(=O)O)(C)C (3-(benzyloxycarbonylamino)-2,2-dimethylpropanoic acid). Yields the product CC(C(=O)O[C@@H]1CC2C(C[C@H]3[C@@H]4CCC([C@@]4(C)CC[C@@H]3[C@]2(CC1)C)=O)=O)(CNC(=O)OCC1=CC=CC=C1)C (3β-[(2,2-dimethyl)-3-(carbobenzyloxyamino)propionyloxy]-androstane-6,17-dione). Yield: 92.3%. As a reaction SMILES: [OH:1][C@H:2]1[CH2:19][CH2:18][C@@:17]2([CH3:20])[CH:4]([C:5](=[O:22])[CH2:6][C@@H:7]3[C@@H:16]2[CH2:15][CH2:14][C@@:12]2([CH3:13])[C@H:8]3[CH2:9][CH2:10][C:11]2=[O:21])[CH2:3]1.[CH2:23]([O:30][C:31]([NH:33][CH2:34][C:35]([CH3:40])([CH3:39])[C:36](O)=[O:37])=[O:32])[C:24]1[CH:29]=[CH:28][CH:27]=[CH:26][CH:25]=1>>[CH3:39][C:35]([CH3:40])([CH2:34][NH:33][C:31]([O:30][CH2:23][C:24]1[CH:29]=[CH:28][CH:27]=[CH:26][CH:25]=1)=[O:32])[C:36]([O:1][C@H:2]1[CH2:19][CH2:18][C@@:17]2([CH3:20])[CH:4]([C:5](=[O:22])[CH2:6][C@@H:7]3[C@@H:16]2[CH2:15][CH2:14][C@@:12]2([CH3:13])[C@H:8]3[CH2:9][CH2:10][C:11]2=[O:21])[CH2:3]1)=[O:37]. Procedure details: Following the procedure described in Prepn. 68 and starting from 3β-hydroxyandrostane-6,17-dione (Prepn. 68, 0.50 g) and 3-(benzyloxycarbonylamino)-2,2-dimethylpropanoic acid (0.41 g), after purification by flash chromatography (SiO2; EtOAc:n-hexane 6:4) to give 3β-[(2,2-dimethyl)-3-(carbobenzyloxyamino)propionyloxy]-androstane-6,17-dione (0.81 g, 90%) was obtained. 1H-NMR (300 MHz, DMSO-d6, ppm from TMS): δ 7.34 (5H, m), 5.07 (2H, s), 7.01 (1H, m), 4.57 (1H, m), 2.50-1.10 (22H, m), 1.10 (6H, s)...